Dataset: the Open Reaction Database (ORD), a public repository of structured organic reaction records. Task: describe an organic reaction: reactants, conditions, products, and yield The reactants are BrC1=CC=C2CC(CC(C2=C1)O)(C)C (7-bromo-3,3-dimethyl-1,2,3,4-tetrahydro-1-naphthol), C1(=CC=C(C=C1)S(=O)(=O)O)C (p-toluene sulphonic acid), O (water). Solvent: C1=CC=CC=C1 (benzene). Run at time 1.5 hour. Yields the product BrC1=CC=C2CC(C=CC2=C1)(C)C (7-Bromo-3,3-dimethyl-3,4-dihydronaphthalene). The yield is 95.3%. As a reaction SMILES: [Br:1][C:2]1[CH:11]=[C:10]2[C:5]([CH2:6][C:7]([CH3:14])([CH3:13])[CH2:8][CH:9]2O)=[CH:4][CH:3]=1.C1(C)C=CC(S(O)(=O)=O)=CC=1.O>C1C=CC=CC=1>[Br:1][C:2]1[CH:11]=[C:10]2[C:5]([CH2:6][C:7]([CH3:14])([CH3:13])[CH:8]=[CH:9]2)=[CH:4][CH:3]=1. Procedure: A solution of 7-bromo-3,3-dimethyl-1,2,3,4-tetrahydro-1-naphthol (7.0 g) and p-toluene sulphonic acid (0.5 g) in benzene (100 ml) was heated under reflux, using a Dean-Stark water separator, for 1.5 hours. After cooling, solvent was removed in vacuo, and the residue partitioned between ether and water. The combined ether extracts were washed with sodium bicarbonate solution, water, brine, then dried over sodium sulphate. Removal of drying agent and solvent gave the title compound as an oil (6.2 ... The reactants are O (water), C(C)(C)(C)[N+]#[C-] (tert-Butyl isocyanide), ClC1=CC=C(C=C1)C1CCC(CC1)C(CCC=C)=O (1-[4-(4-chlorophenyl)-cyclohexyl]pent-4-en-1-one), C(C)(=O)[O-].[NH4+] (ammonium acetate). The solvent is FC(CO)(F)F (2,2,2-trifluoroethanol). Conditions: time 8 day. Product: C(C)(=O)NC(C(=O)NC(C)(C)C)(CCC=C)C1CCC(CC1)C1=CC=C(C=C1)Cl (2-acetamido-N-tert-butyl-2-(4-(4-chlorophenyl)cyclohexyl)hex-5-enamide). The yield is 77.0%. Reaction SMILES: [C:1]([N+:5]#[C-:6])([CH3:4])([CH3:3])[CH3:2].[Cl:7][C:8]1[CH:13]=[CH:12][C:11]([CH:14]2[CH2:19][CH2:18][CH:17]([C:20](=O)[CH2:21][CH2:22][CH:23]=[CH2:24])[CH2:16][CH2:15]2)=[CH:10][CH:9]=1.[C:26]([O-:29])(=O)[CH3:27].[NH4+:30].[OH2:31]>FC(F)(F)CO>[C:26]([NH:30][C:20]([CH:17]1[CH2:18][CH2:19][CH:14]([C:11]2[CH:12]=[CH:13][C:8]([Cl:7])=[CH:9][CH:10]=2)[CH2:15][CH2:16]1)([CH2:21][CH2:22][CH:23]=[CH2:24])[C:6]([NH:5][C:1]([CH3:4])([CH3:3])[CH3:2])=[O:31])(=[O:29])[CH3:27] |f:2.3|. Procedure details: tert-Butyl isocyanide (301 mg, 0.41 mL, 3.6 mmol) was added to a stirred slurry of 1-[4-(4-chlorophenyl)-cyclohexyl]pent-4-en-1-one (800 mg, 2.9 mmol) and ammonium acetate (671 mg, 8.7 mmol) in 2,2,2-trifluoroethanol (0.4 mL). After stirring at room temperature for 8 days, the reaction mixture was poured into water and extracted with ethyl acetate (3×). The combined organic phase was washed with saturated aqueous sodium chloride, dried over anhydrous magnesium sulfate, filtered and concentrated ... The reactants are ClCCl, CN1C(=O)C(N)N(C)C1=O, O=C=Nc1ccccc1. The product is CN1C(=O)C(NC(=O)Nc2ccccc2)N(C)C1=O. As a reaction SMILES: [CH2:20]([Cl:21])[Cl:22].[NH2:1][CH:2]1[N:3]([CH3:10])[C:4](=[O:9])[N:5]([CH3:8])[C:6]1=[O:7].[O:11]=[C:12]=[N:13][c:14]1[cH:15][cH:16][cH:17][cH:18][cH:19]1>>[NH:1]([CH:2]1[N:3]([CH3:10])[C:4](=[O:9])[N:5]([CH3:8])[C:6]1=[O:7])[C:12](=[O:11])[NH:13][c:14]1[cH:15][cH:16][cH:17][cH:18][cH:19]1. The reactants are C=1(N=NN2C=NC3=C(C21)C=CN3)[C@@H]3CC[C@H](CC3)C=C(C#N)C#N (2-{[trans-4-(7H-Pyrrolo[3,2-e][1,2,3]triazolo[1,5-c]pyrimidin-1-yl)cyclohexyl]methylene}malononitrile), CC=1NC(=C(CC1C(=O)OCC)C(=O)OCC)C (diethyl 1,4-dihydro-2,6-dimethylpyridine-3,5-dicarboxylate), O (water). Run in O1CCCC1 (tetrahydrofuran). Run at time 1 hour. Yields the product C=1(N=NN2C=NC3=C(C21)C=CN3)[C@@H]3CC[C@H](CC3)CC(C#N)C#N (2-{[trans-4-(7H-Pyrrolo[3,2-e][1,2,3]triazolo[1,5-c]pyrimidin-1-yl)cyclohexyl]methyl}malononitrile). The yield is 54.8%. As a reaction SMILES: [C:1]1([C@H:13]2[CH2:18][CH2:17][C@H:16]([CH:19]=[C:20]([C:23]#[N:24])[C:21]#[N:22])[CH2:15][CH2:14]2)[N:2]=[N:3][N:4]2[C:9]=1[C:8]1[CH:10]=[CH:11][NH:12][C:7]=1[N:6]=[CH:5]2.CC1NC(C)=C(C(OCC)=O)CC=1C(OCC)=O.O>O1CCCC1>[C:1]1([C@H:13]2[CH2:14][CH2:15][C@H:16]([CH2:19][CH:20]([C:23]#[N:24])[C:21]#[N:22])[CH2:17][CH2:18]2)[N:2]=[N:3][N:4]2[C:9]=1[C:8]1[CH:10]=[CH:11][NH:12][C:7]=1[N:6]=[CH:5]2. Procedure details: 2-{[trans-4-(7H-Pyrrolo[3,2-e][1,2,3]triazolo[1,5-c]pyrimidin-1-yl)cyclohexyl]methylene}malononitrile (25.8 mg, 0.0812 mmol) in tetrahydrofuran (3 mL) was mixed with diethyl 1,4-dihydro-2,6-dimethylpyridine-3,5-dicarboxylate (30.8 mg, 0.122 mmol) and stirred at room temperature for 1 hours. After addition of water, the reaction mixture was extracted with ethyl acetate. The organic layer was washed with saturated aqueous ammonium chloride, dried over anhydrous sodium sulfate and concentrated unde... The reactants are BrC=1C=C(C=CC1)NC1=NC=NC2=CC(=C(C(=C12)[N+](=O)[O-])OC)OC ((3-bromo-phenyl)-(6,7-dimethoxy-5-nitro-quinazolin-4-yl)-amine), [NH4+].[Cl-] (NH4Cl), O (H2O), C(Cl)(Cl)Cl (CHCl3). The reagents and catalysts are [Zn] (Zn). Run in CO (MeOH). Reaction conditions: time 3 hour. Yields the product BrC=1C=C(C=CC1)NC1=NC=NC=2C=C(C(=C(C12)N)OC)OC (N4-(3-bromo-phenyl)-6,7-dimethoxy-quinazoline-4,5-diamine). As a reaction SMILES: [Br:1][C:2]1[CH:3]=[C:4]([NH:8][C:9]2[C:18]3[C:13](=[CH:14][C:15]([O:24][CH3:25])=[C:16]([O:22][CH3:23])[C:17]=3[N+:19]([O-])=O)[N:12]=[CH:11][N:10]=2)[CH:5]=[CH:6][CH:7]=1.[NH4+].[Cl-].O.C(Cl)(Cl)Cl>CO.[Zn]>[Br:1][C:2]1[CH:3]=[C:4]([NH:8][C:9]2[C:18]3[C:17]([NH2:19])=[C:16]([O:22][CH3:23])[C:15]([O:24][CH3:25])=[CH:14][C:13]=3[N:12]=[CH:11][N:10]=2)[CH:5]=[CH:6][CH:7]=1 |f:1.2|. Reported procedure: To a solution of (3-bromo-phenyl)-(6,7-dimethoxy-5-nitro-quinazolin-4-yl)-amine (0.2 g, 0.49 mmol) (from Example 6, Step A, supra) and NH4Cl (0.26 g, 4.94 mmol) in a mixture of MeOH, H2O and CHCl3 (30 mL, 6:1:1) was added Zn powder (0.64 g, 9.87 mmol). The reaction mixture was stirred at room temperature for 3 hours. The mixture was then filtered, the filtrate was concentrated and then extracted with chloroform (100 mL). The organic layer was separated, dried over Na2SO4, and concentrated. This ...